This data is from the Open Reaction Database (ORD), a public repository of structured organic reaction records. The task is: describe an organic reaction: reactants, conditions, products, and yield Reactants: Cl (HCl), C[O-].[Na+] (Sodium methoxide), Cl.C(C)(=N)N (acetamidine hydrochloride), ClC(C(=O)OC)C(C)=O (methyl 2-chloro-3-oxobutanoate). Run in CCOCC (Et2O), CO (MeOH). Run at temperature 80 celsius. Product: ClC=1C(=NC(=NC1C)C)O (5-chloro-2,6-dimethylpyrimidin-4-ol). RXN SMILES: C[O-].[Na+].Cl.[C:5]([NH2:8])(=[NH:7])[CH3:6].[Cl:9][CH:10]([C:15](=O)[CH3:16])[C:11](OC)=[O:12].Cl>CO.CCOCC>[Cl:9][C:10]1[C:11]([OH:12])=[N:7][C:5]([CH3:6])=[N:8][C:15]=1[CH3:16] |f:0.1,2.3|. Reported procedure: Sodium methoxide (328 mg, 6.08 mmol, 30% solution in MeOH) was added to a stirring suspension of acetamidine hydrochloride (191 mg, 2.03 mmol) and methyl 2-chloro-3-oxobutanoate (500 mg, 3.04 mmol) in MeOH (10.1 mL). The reaction mixture was heated to 80° C. for 3 hours and then cooled to room temperature. With stirring, the reaction was treated with 2N HCl in Et2O (50 mL), and then concentrated in vacuo. The resulting solid was suspended in 1:1 acetone/CH2Cl2, stirred vigorously for 10 mins, an... Reactants: ClC1=CC=C(C=C1)NN ((4-Chloro-phenyl)-hydrazine), C(C)OC(C(C(C1C(CCCC1)=O)=O)C1CCCCC1)=O (2-cyclohexyl-3-oxo-3-(2-oxo-cyclohexyl)-propionic acid ethyl ester). The solvent is C(C)O (ethanol). Yields the product C(C)OC(C(C1CCCCC1)C=1N(N=C2CCCCC12)C1=CC=C(C=C1)Cl)=O ([2-(4-Chloro-phenyl)-4,5,6,7-tetrahydro-2H-indazol-3-yl]-cyclohexyl-acetic acid ethyl ester). The yield is 46.0%. RXN SMILES: [Cl:1][C:2]1[CH:7]=[CH:6][C:5]([NH:8][NH2:9])=[CH:4][CH:3]=1.[CH2:10]([O:12][C:13](=[O:30])[CH:14]([CH:24]1[CH2:29][CH2:28][CH2:27][CH2:26][CH2:25]1)[C:15](=O)[CH:16]1[CH2:21][CH2:20][CH2:19][CH2:18][C:17]1=O)[CH3:11]>C(O)C>[CH2:10]([O:12][C:13](=[O:30])[CH:14]([C:15]1[N:8]([C:5]2[CH:6]=[CH:7][C:2]([Cl:1])=[CH:3][CH:4]=2)[N:9]=[C:17]2[C:16]=1[CH2:21][CH2:20][CH2:19][CH2:18]2)[CH:24]1[CH2:29][CH2:28][CH2:27][CH2:26][CH2:25]1)[CH3:11]. Reported procedure: (4-Chloro-phenyl)-hydrazine (100 mg, 700 μmol; CAS Reg. No. 1073-69-4) was added to a solution of 2-cyclohexyl-3-oxo-3-(2-oxo-cyclohexyl)-propionic acid ethyl ester (206 mg, 700 μmol) in ethanol (4.7 ml). The reaction mixture was heated under reflux conditions for 6 h. The solvent was removed under reduced pressure. The residue was taken up in ice water/brine 1/1 and extracted two times with iPrOAc. The combined extracts were washed with ice water/brine 1/1 and dried over Na2SO4. After filtratio... Product: C#CC1(O)C(O)C(CO)OC1n1ccc2c(N)ncnc21. Starting materials: C#CC1(O)C(O)C(CO)OC1n1ccc2c(Cl)ncnc21, N, O. As a reaction SMILES: [Cl:1][c:2]1[c:3]2[c:4]([n:5][cH:6][n:7]1)[n:8]([CH:11]1[O:12][CH:13]([CH2:20][OH:21])[CH:14]([OH:19])[C:15]1([OH:16])[C:17]#[CH:18])[cH:9][cH:10]2.[NH3:22].[OH2:23]>>[c:2]1([NH2:22])[c:3]2[c:4]([n:5][cH:6][n:7]1)[n:8]([CH:11]1[O:12][CH:13]([CH2:20][OH:21])[CH:14]([OH:19])[C:15]1([OH:16])[C:17]#[CH:18])[cH:9][cH:10]2. Starting materials: ClCC=O (chloroacetaldehyde), NC1=C(C#N)C(=CC=N1)OC (2-Amino-4-methoxy-nicotinonitrile), CCOCC (Et2O). The solvent is CCO (EtOH). Conditions: temperature 150 celsius. The product is OC1=C(C=2N(C=C1)C=CN2)C#N (7-Hydroxy-imidazo[1,2-a]pyridine-8-carbonitrile). Reaction SMILES: [NH2:1][C:2]1[N:9]=[CH:8][CH:7]=[C:6]([O:10]C)[C:3]=1[C:4]#[N:5].Cl[CH2:13][CH:14]=O.CCOCC>CCO>[OH:10][C:6]1[CH:7]=[CH:8][N:9]2[CH:13]=[CH:14][N:1]=[C:2]2[C:3]=1[C:4]#[N:5]. Procedure: To a mixture of compound D3 (2 g, 13.404 mmol) in EtOH (5 ml) was added chloroacetaldehyde (1.58 g, 20.11 mmol). The reaction mixture was subjected to microwave heating at 150° C. for 45 min. After cooling to room temperature, the solvent was evaporated in vacuo. The residue thus obtained was then treated with Et2O and a solid precipitated. The solid thus obtained was filtered off, washed with EtOAc and dried in vacuo to yield compound D21 (1.5 g, 70%). Reaction SMILES: [CH3:1][C:2]1([CH2:7][CH2:8][OH:9])[NH:5][C:4](=[O:6])[CH2:3]1.CO[C:12](OC)([CH3:14])[CH3:13].B(F)(F)F.CCOCC>C(Cl)Cl>[O:6]=[C:4]1[N:5]2[C:2]([CH3:1])([CH2:7][CH2:8][O:9][C:12]2([CH3:14])[CH3:13])[CH2:3]1 |f:2.3|. Run in C(Cl)Cl (methylene chloride). The reactants are CC1(CC(N1)=O)CCO (4-methyl-4-(2-hydroxyethyl)-2-azetidinone), COC(C)(C)OC (2,2-dimethoxypropane), B(F)(F)F.CCOCC (boron trifluoride etherate). Procedure details: A solution of 4-methyl-4-(2-hydroxyethyl)-2-azetidinone (0.016 mole) and 2,2-dimethoxypropane (1.69 g, 0.016 mole) in 25 ml anhydrous methylene chloride is treated with boron trifluoride etherate (0.201 ml, 0.002 mole) at 25° C. The resulting solution is stirred for ten minutes. After removal of the solvent under reduced pressure, chromatography of the crude product on silica gel gives 8-oxo-2,2,6-trimethyl-3-oxa-1-azabicyclo[4.2.0]octane. Product: O=C1CC2(CCOC(N12)(C)C)C (8-oxo-2,2,6-trimethyl-3-oxa-1-azabicyclo[4.2.0]octane). Run in CO (methanol). The reagents and catalysts are catalysts. Reported procedure: A phenol oxidation reaction test was carried out in the following way by use of the catalysts obtained in Example 3 and Comparative Example 4. Each catalyst of 0.1 g, 0.01-normal hydrochloric acid of 10 ml, methanol of 10 ml and phenol of 1.0 g were put in a glass reactor vessel. While the resultant mixture was agitated at 70° C., hydrogen and oxygen were supplied to the reactor vessel at their respective flow rates of 40 ml/min and 40 ml/min. The amounts of p-hydroquinone (HQ), of benzoquinone ... Product: C1=CC(=CC=C1O)O (p-hydroquinone), C1(C=CC(C=C1)=O)=O (benzoquinone), C=1(O)C(O)=CC=CC1 (catechol). Reactants: resultant mixture, O=O (oxygen), [H][H] (hydrogen), C1(=CC=CC=C1)O (phenol), Cl (hydrochloric acid), C1(=CC=CC=C1)O (phenol). Reaction SMILES: [C:1]1([OH:7])[CH:6]=[CH:5][CH:4]=[CH:3][CH:2]=1.Cl.[H][H].[O:11]=O>CO>[CH:6]1[C:1]([OH:7])=[CH:2][CH:3]=[C:4]([OH:11])[CH:5]=1.[C:4]1(=[O:11])[CH:5]=[CH:6][C:1](=[O:7])[CH:2]=[CH:3]1.[C:1]1([C:6](=[CH:5][CH:4]=[CH:3][CH:2]=1)[OH:11])[OH:7]. Procedure: 3-Chlorophthalic anhydride can also be prepared from 3-nitrophthalic anhydride by replacement of the nitro group by chlorine. The 3-nitrophthalic anhydride needed for this is prepared in three process steps by nitration of phthalic anhydride in moderate yield, by isomer separation of the nitrophthalic acids formed, by fractional crystallization and by conversion to the anhydride of the 3-nitrophthalic acid obtained (M. S. Newman, P. G. Scheurer, J. Am. Chem. Soc. 78 (1956), 5005; Organic Synthes... As a reaction SMILES: ClC1C=CC=C2C(OC(=O)C=12)=[O:6].[N+:13]([C:16]1[CH:26]=[CH:25][CH:24]=[C:18]2[C:19]([O:21][C:22](=[O:23])[C:17]=12)=[O:20])([O-:15])=[O:14].ClCl.C1(=O)OC(=O)C2=CC=CC=C12>>[N+:13]([C:16]1[CH:26]=[CH:25][CH:24]=[C:18]([C:19]([OH:6])=[O:20])[C:17]=1[C:22]([OH:21])=[O:23])([O-:15])=[O:14]. Product: anhydride, [N+](=O)([O-])C1=C(C(C(=O)O)=CC=C1)C(=O)O (3-nitrophthalic acid). The reactants are ClC1=C2C(C(=O)OC2=O)=CC=C1 (3-Chlorophthalic anhydride), [N+](=O)([O-])C1=C2C(C(=O)OC2=O)=CC=C1 (3-nitrophthalic anhydride), ClCl (chlorine), [N+](=O)([O-])C1=C2C(C(=O)OC2=O)=CC=C1 (3-nitrophthalic anhydride), C1(C=2C(C(=O)O1)=CC=CC2)=O (phthalic anhydride), nitrophthalic acids.